Dataset: the Open Reaction Database (ORD), a public repository of structured organic reaction records. Task: describe an organic reaction: reactants, conditions, products, and yield Reaction SMILES: [C:1]([CH:4]1[CH2:9][CH2:8][O:7][C:5]1=[O:6])(=O)[CH3:2].[OH-].[Na+].O.[CH:13]1(C=O)[CH2:18][CH2:17]C[CH2:15][CH2:14]1>C1(C)C=CC=CC=1>[CH:2]1([CH:1]=[C:4]2[CH2:9][CH2:8][O:7][C:5]2=[O:6])[CH2:17][CH2:18][CH2:13][CH2:14][CH2:15]1 |f:1.2|. Isolated yield 21.0%. Reported procedure: A solution of 2-acetyl-γ-butyrolactone (15.4 g) in toluene (100 mL) was treated portionwise with sodium hydroxide (4.8 g) during 10 min and then refluxed with a Dean & Stark moisture receiver until the formation of water had stopped (about 1 h). After that the reaction mixture was treated dropwise with cyclohexanecarbaldehyde (15.0 g) during 1 h. Upon completion of the addition, the mixture was refluxed for 4 h, then cooled to room temperature and washed with water. After drying over magnesium s... Product: C1(CCCCC1)C=C1C(=O)OCC1 (2-(Cyclohexyl-methylene)-γ-butyrolactone). The reactants are C(C)(=O)C1C(=O)OCC1 (2-acetyl-γ-butyrolactone), [OH-].[Na+] (sodium hydroxide), C1(CCCCC1)C=O (cyclohexanecarbaldehyde), O (water). The solvent is C1(=CC=CC=C1)C (toluene). Product: C1(=CC=CC=C1)NC(=O)N1CCN(CC1)CC1=C(C=CC=C1)OCC1=CC=CC=C1 (4-(2-Benzyloxy-benzyl)-piperazine-1-carboxylic acid phenylamide). Starting materials: C1(=CC=CC=C1)NC(=O)N1CCNCC1 (piperazine-1-carboxylic acid phenylamide), C(C1=CC=CC=C1)OC1=C(C=O)C=CC=C1 (2-benzyloxybenzaldehyde). Reported procedure: The title compound was prepared from piperazine-1-carboxylic acid phenylamide and 2-benzyloxybenzaldehyde. 1H NMR (400 MHz, CDCl3): 7.49-7.20 (m, 11H), 7.05-6.92 (m, 3H), 6.41 (s, 1H), 5.08 (s, 2H), 3.65 (s, 2H), 3.51-3.45 (m, 4H), 2.55-2.49 (m, 4H). Reaction SMILES: [C:1]1([NH:7][C:8]([N:10]2[CH2:15][CH2:14][NH:13][CH2:12][CH2:11]2)=[O:9])[CH:6]=[CH:5][CH:4]=[CH:3][CH:2]=1.[CH2:16]([O:23][C:24]1[CH:31]=[CH:30][CH:29]=[CH:28][C:25]=1[CH:26]=O)[C:17]1[CH:22]=[CH:21][CH:20]=[CH:19][CH:18]=1>>[C:1]1([NH:7][C:8]([N:10]2[CH2:15][CH2:14][N:13]([CH2:26][C:25]3[CH:28]=[CH:29][CH:30]=[CH:31][C:24]=3[O:23][CH2:16][C:17]3[CH:22]=[CH:21][CH:20]=[CH:19][CH:18]=3)[CH2:12][CH2:11]2)=[O:9])[CH:6]=[CH:5][CH:4]=[CH:3][CH:2]=1. Reactants: O[C@H]1CC[C@H](CC1)N1C(C2=CC=CC=C2C1=O)=O (cis-2-(4-hydroxycyclohexyl)-1H-isoindole-1,3(2H)-dione), Cl.N1CCC(CCC1)OC=1C(=C2C=NNC2=CC1)SC (5-(azepan-4-yloxy)-4-(methylthio)-1H-indazole monohydrochloride), C(C)SC1=C2C=NNC2=CC=C1O (4-(ethylthio)-1H-indazol-5-ol). Yields the product C(C)SC1=C2C=NNC2=CC=C1O[C@@H]1CC[C@H](CC1)N1C(C2=CC=CC=C2C1=O)=O (2-(trans-4-{[4-(ethylthio)-1H-indazol-5-yl]oxy}cyclohexyl)-1H-isoindole-1,3(2H)-dione). RXN SMILES: [OH:1][C@@H:2]1[CH2:7][CH2:6][C@H:5]([N:8]2[C:16](=[O:17])[C:15]3[C:10](=[CH:11][CH:12]=[CH:13][CH:14]=3)[C:9]2=[O:18])[CH2:4][CH2:3]1.Cl.N1CCCC(OC2C(SC)=C3C(=CC=2)NN=C3)CC1.[CH2:39]([S:41][C:42]1[C:50](O)=[CH:49][CH:48]=[C:47]2[C:43]=1[CH:44]=[N:45][NH:46]2)[CH3:40]>>[CH2:39]([S:41][C:42]1[C:50]([O:1][C@H:2]2[CH2:3][CH2:4][C@H:5]([N:8]3[C:9](=[O:18])[C:10]4[C:15](=[CH:14][CH:13]=[CH:12][CH:11]=4)[C:16]3=[O:17])[CH2:6][CH2:7]2)=[CH:49][CH:48]=[C:47]2[C:43]=1[CH:44]=[N:45][NH:46]2)[CH3:40] |f:1.2|. Reported procedure: The title compound was synthesized by carrying out reaction according to the method described in Example 610, except for using the cis-2-(4-hydroxycyclohexyl)-1H-isoindole-1,3(2H)-dione obtained in Example 323, (c) and the 4-(ethylthio)-1H-indazol-5-ol obtained in Example 628, as starting materials. The reactants are ClCC1CNC(O1)=O (5-(Chloromethyl)-1,3-oxazolidin-2-one), IC (iodomethane), [H-].[Na+] (Sodium hydride), IC (iodomethane), [H-].[Na+] (sodium hydride). Solvent: CN(C)C=O (DMF), CCOC(=O)C (EtOAc), CN(C)C=O (DMF). Conditions: temperature 0 celsius, time 4 hour. Product: ClCC1CN(C(O1)=O)C (racemic 5-(chloromethyl)-3-methyl-1,3-oxazolidin-2-one). RXN SMILES: [Cl:1][CH2:2][CH:3]1[O:7][C:6](=[O:8])[NH:5][CH2:4]1.I[CH3:10].[H-].[Na+]>CN(C=O)C.CCOC(C)=O>[Cl:1][CH2:2][CH:3]1[O:7][C:6](=[O:8])[N:5]([CH3:10])[CH2:4]1 |f:2.3|. Procedure: 5-(Chloromethyl)-1,3-oxazolidin-2-one (500 mg, 3.69 mmol) and iodomethane (0.27 mL, 4.43 mmol) were dissolved in DMF (5 mL) and the resulting solution was cooled to 0° C. Sodium hydride (60%, 177 mg, 4.43 mmol) was added followed by additional DMF (2 mL). The reaction was warmed to room temperature and stirred for 4 hours. Additional iodomethane (0.14 mL, 2.22 mmol) and sodium hydride (60%, 88 mg, 2.2 mmol) were then added and the reaction mixture stirred at room temperature for two hours. The r...